From a dataset of the Open Reaction Database (ORD), a public repository of structured organic reaction records. describe an organic reaction: reactants, conditions, products, and yield The reactants are C(=O)(Cl)Cl (phosgene), C(=O)(Cl)Cl (phosgene), C(=O)(Cl)Cl (phosgene), ClC1=CC=C(OC(C)C2=NN=C(S2)N)C=C1 (5-[1-(4-chlorophenoxy) ethyl]-2-amino-1,3,4-thiadiazole). Solvent: C(C)OC(C)=O (ethylacetate), C(C)OC(C)=O (ethylacetate). Run at time 17 hour. Yields the product ClC1=CC=C(OC(C)C2=NN=C(S2)N=C=O)C=C1 (5-[1-(4-chlorophenoxy)ethyl]-1,3,4-thiadiazol-2-yl isocyanate). RXN SMILES: [C:1](Cl)(Cl)=[O:2].[Cl:5][C:6]1[CH:20]=[CH:19][C:9]([O:10][CH:11]([C:13]2[S:17][C:16]([NH2:18])=[N:15][N:14]=2)[CH3:12])=[CH:8][CH:7]=1>C(OC(=O)C)C>[Cl:5][C:6]1[CH:7]=[CH:8][C:9]([O:10][CH:11]([C:13]2[S:17][C:16]([N:18]=[C:1]=[O:2])=[N:15][N:14]=2)[CH3:12])=[CH:19][CH:20]=1. Reported procedure: A 500 millileter, 3-neck flask equipped with a magnetic stirrer, thermometer, dry ice condensor/drying tube and inlet from a phosgene (COCl2) tank via a calibrated rotometer was charged with 50 milliliters of ethylacetate saturated with phosgene at 20° C. (approximately 0.5 mole of phosgene). Additional 100 ml. of ethylacetate was added; (8.9 grams of 5-[1-(4-chlorophenoxy) ethyl]-2-amino-1,3,4-thiadiazole, (prepared above) at a temperature from 0° C. to room temperature was added. The resulting... The reactants are S(=O)(=O)([O-])S(=O)[O-].[Na+].[Na+] (sodium metabisulfite), Cl[O-].[Na+] (sodium hypochlorite), [OH-].[K+] (KOH), Cl (HCl), FC(OC1=CC(=C(C=C1)C(C)=O)C)F (1-(4-Difluoromethoxy-2-methyl-phenyl)-ethanone). Conditions: temperature 60 celsius, time 8 hour. Yields the product FC(OC1=CC(=C(C(=O)O)C=C1)C)F (4-Difluoromethoxy-2-methyl-benzoic acid). Isolated yield 112.8%. RXN SMILES: Cl[O-].[Na+].[OH-].[K+].[F:6][CH:7]([F:19])[O:8][C:9]1[CH:14]=[CH:13][C:12]([C:15](=[O:17])C)=[C:11]([CH3:18])[CH:10]=1.S(S([O-])=O)([O-])(=O)=[O:21].[Na+].[Na+].Cl>>[F:19][CH:7]([F:6])[O:8][C:9]1[CH:14]=[CH:13][C:12]([C:15]([OH:17])=[O:21])=[C:11]([CH3:18])[CH:10]=1 |f:0.1,2.3,5.6.7|. Procedure details: A stirred solution of sodium hypochlorite (5.25% Aqueous, 204 mL, 143 mmol) and 2N aqueous KOH (22 mL, 44 mmol) are heated to 50° C. and 1-(4-difluoromethoxy-2-methyl-phenyl)-ethanone (A4) (5.8 g, 29 mmol) is added. After maintaining the temperature at 50-70° C. for 3 h and keeping at RT overnight, the reaction is reheated to 50° C. and sodium metabisulfite (4.5 g) is added in 3 portions. The reaction is then acidified with 12N HCl and stirred well. The precipitated white solid is filtered off, ...